From a dataset of the Open Reaction Database (ORD), a public repository of structured organic reaction records. describe an organic reaction: reactants, conditions, products, and yield Starting materials: CC(C)(c1ccccc1)c1ccc(O)c(C(C)(C)c2ccccc2)c1, CO, CC(=O)O, [Cl-], Cl, [K+], N#[N+]c1ccccc1[N+](=O)[O-], [OH-], O. Product: CC(C)(c1ccccc1)c1cc(N=Nc2ccccc2[N+](=O)[O-])c(O)c(C(C)(C)c2ccccc2)c1. As a reaction SMILES: [CH3:3][C:4]([c:5]1[cH:6][cH:7][cH:8][cH:9][cH:10]1)([CH3:11])[c:12]1[c:13]([OH:27])[cH:14][cH:15][c:16]([C:18]([c:19]2[cH:20][cH:21][cH:22][cH:23][cH:24]2)([CH3:25])[CH3:26])[cH:17]1.[CH3:41][OH:42].[CH3:43][C:44](=[O:45])[OH:46].[Cl-:28].[ClH:40].[K+:2].[N+:29](=[O:30])([O-:31])[c:32]1[c:33]([N+:38]#[N:39])[cH:34][cH:35][cH:36][cH:37]1.[OH-:1].[OH2:47]>>[CH3:3][C:4]([c:5]1[cH:6][cH:7][cH:8][cH:9][cH:10]1)([CH3:11])[c:12]1[c:13]([OH:27])[c:14]([N:39]=[N:38][c:33]2[c:32]([N+:29](=[O:30])[O-:31])[cH:37][cH:36][cH:35][cH:34]2)[cH:15][c:16]([C:18]([c:19]2[cH:20][cH:21][cH:22][cH:23][cH:24]2)([CH3:25])[CH3:26])[cH:17]1. Starting materials: [N+](=O)([O-])C=1C=C(C=CC1)C1=CC=C2C=CN(C2=C1)C1=CC=NC=C1 (6-(3-nitrophenyl)-1-(pyridin-4-yl)-1H-indole), Cl.BrC1=CC=NC=C1 (4-bromopyridine hydrochloride). Product: BrC1=CN(C2=CC(=CC=C12)C1=CC(=CC=C1)[N+](=O)[O-])C1=CC=NC=C1 (3-bromo-6-(3-nitrophenyl)-1-(pyridin-4-yl)-1H-indole). RXN SMILES: [N+:1]([C:4]1[CH:5]=[C:6]([C:10]2[CH:18]=[C:17]3[C:13]([CH:14]=[CH:15][N:16]3[C:19]3[CH:24]=[CH:23][N:22]=[CH:21][CH:20]=3)=[CH:12][CH:11]=2)[CH:7]=[CH:8][CH:9]=1)([O-:3])=[O:2].Cl.[Br:26]C1C=CN=CC=1>>[Br:26][C:14]1[C:13]2[C:17](=[CH:18][C:10]([C:6]3[CH:7]=[CH:8][CH:9]=[C:4]([N+:1]([O-:3])=[O:2])[CH:5]=3)=[CH:11][CH:12]=2)[N:16]([C:19]2[CH:24]=[CH:23][N:22]=[CH:21][CH:20]=2)[CH:15]=1 |f:1.2|. Procedure details: The target compound was prepared as in Example 1 using 6-(3-nitrophenyl)-1-(pyridin-4-yl)-1H-indole (70 mg, 0.222 mmol) and 4-bromopyridine hydrochloride (40 mg, 0.222 mmol). Reactants: CC(=O)Cl, CC(Oc1ccc(-c2nc(-c3cccc4c3CCN4)no2)cc1C(F)(F)F)C(F)(F)F, [H-], [Na+], CN(C)C=O, O. Product: CC(=O)N1CCc2c(-c3noc(-c4ccc(OC(C)C(F)(F)F)c(C(F)(F)F)c4)n3)cccc21. RXN SMILES: [CH3:34][C:35]([Cl:36])=[O:37].[F:1][C:2]([c:3]1[cH:4][c:5](-[c:16]2[n:17][c:18](-[c:21]3[c:22]4[c:26]([cH:27][cH:28][cH:29]3)[NH:25][CH2:24][CH2:23]4)[n:19][o:20]2)[cH:6][cH:7][c:8]1[O:9][CH:10]([C:11]([F:12])([F:13])[F:14])[CH3:15])([F:30])[F:31].[H-:33].[Na+:32].[O:39]=[CH:40][N:41]([CH3:42])[CH3:43].[OH2:38]>>[F:1][C:2]([c:3]1[cH:4][c:5](-[c:16]2[n:17][c:18](-[c:21]3[c:22]4[c:26]([cH:27][cH:28][cH:29]3)[N:25]([C:35]([CH3:34])=[O:37])[CH2:24][CH2:23]4)[n:19][o:20]2)[cH:6][cH:7][c:8]1[O:9][CH:10]([C:11]([F:12])([F:13])[F:14])[CH3:15])([F:30])[F:31]. Starting materials: [S-]C#N.[K+] (potassium thiocyanate), steel, CC1=CC=C(C=C1)SC (4-methyl-thioanisol), CC1=CC=C(C=C1)SC (4-methyl-thioanisol), F (hydrofluoric acid). Conditions: time 10 hour. Yields the product CC=1C=C(C(=CC1)SC)C(N)=S (4-methyl-thioanisol-2-thiocarboxylic acid amide). RXN SMILES: [S-:1][C:2]#[N:3].[K+].[CH3:5][C:6]1[CH:11]=[CH:10][C:9]([S:12][CH3:13])=[CH:8][CH:7]=1.F>>[CH3:5][C:6]1[CH:7]=[C:8]([C:2](=[S:1])[NH2:3])[C:9]([S:12][CH3:13])=[CH:10][CH:11]=1 |f:0.1|. Reported procedure: At a temperature and in the manner as indicated in Example 1, 39 g of potassium thiocyanate (0.4 mol) and 46 g of 4-methyl-thioanisol (0.33 mol) are stirred with 0.3 l of 98% hydrofluoric acid. The mixture is then stirred first for 10 hours at room temperature and then for 3 hours in a steel autoclave at 40° - 50° C, subsequently cooled, the reaction mixture is poured onto ice, the 4-methyl-thioanisol-2-thiocarboxylic acid amide precipitated is suction-filtered and dried. The yield (54 g) is 81%... Starting materials: COC([C@@H](NC(=O)OC(C)(C)C)CSC1=CC=C(C=C1)[N+](=O)[O-])=O (N-BOC-S-p-nitrophenyl cysteine methyl ester), C(=O)(C(F)(F)F)O (TFA), C(=O)(C(F)(F)F)O (TFA). Solvent: C1(=CC=CC=C1)OC (anisole), C1(=CC=CC=C1)OC (anisole). The product is COC([C@@H](N)CSC1=CC=C(C=C1)[N+](=O)[O-])=O (S-p-nitrophenyl cysteine methyl ester). RXN SMILES: [CH3:1][O:2][C:3](=[O:24])[C@H:4]([CH2:13][S:14][C:15]1[CH:20]=[CH:19][C:18]([N+:21]([O-:23])=[O:22])=[CH:17][CH:16]=1)[NH:5]C(OC(C)(C)C)=O.C(O)(C(F)(F)F)=O>C1(OC)C=CC=CC=1>[CH3:1][O:2][C:3](=[O:24])[C@H:4]([CH2:13][S:14][C:15]1[CH:20]=[CH:19][C:18]([N+:21]([O-:23])=[O:22])=[CH:17][CH:16]=1)[NH2:5]. Procedure details: Crude II from Step B is taken up in 2 ml anisole and then treated at 0° C. for 11 minutes with 10 ml of TFA. The TFA and anisole are pumped off at 0.1 Torr at 30° C. and the residue partitioned between chloroform and aqueous 1 N HCl. The aqueous layer is made to pH 9.0 with NaOH and extracted with CH2Cl2, providing a solution of compound 3·III. The reactants are base, ClC1=CC=NC2=CC(=CC=C12)Cl (4,7-dichloroquinoline), NCCN1CCCCC1 (1-(2-aminoethyl)-piperidine). Solvent: C(C)#N (acetonitrile). The product is ClC1=CC=C2C(=CC=NC2=C1)NCCN1CCCCC1 ((7-Chloro-quinolin-4-yl)-(2-piperidin-1-yl-ethyl)-amine). As a reaction SMILES: Cl[C:2]1[C:11]2[C:6](=[CH:7][C:8]([Cl:12])=[CH:9][CH:10]=2)[N:5]=[CH:4][CH:3]=1.[NH2:13][CH2:14][CH2:15][N:16]1[CH2:21][CH2:20][CH2:19][CH2:18][CH2:17]1>C(#N)C>[Cl:12][C:8]1[CH:7]=[C:6]2[C:11]([C:2]([NH:13][CH2:14][CH2:15][N:16]3[CH2:21][CH2:20][CH2:19][CH2:18][CH2:17]3)=[CH:3][CH:4]=[N:5]2)=[CH:10][CH:9]=1. Reported procedure: 3.57 g of base from 3.96 g of 4,7-dichloroquinoline and 4.8 g of 1-(2-aminoethyl)-piperidine (reaction duration, 5 hours at 140° C.); yellowish crystals from acetonitrile, m.p.: 148°-151° C. Reactants: C(C)(C)(C)OC(=O)N1CCOC2=C(C1)C=CC=C2C(=O)O (4-(tert-butoxycarbonyl)-2,3,4,5-tetrahydro-1,4-benzoxazepine-9-carboxylic acid), ON1N=NC2=C1C=CC=C2 (1-hydroxybenzotriazole), N1CCCC1 (pyrrolidine), Cl.CN(CCCN=C=NCC)C (1-(3-dimethylaminopropyl)-3-ethylcarbodiimide hydrochloride). Solvent: CN(C)C=O (DMF), O (water). Reaction conditions: time 12 hour. The product is N1(CCCC1)C(=O)C1=CC=CC=2CN(CCOC21)C(=O)OC(C)(C)C (tert-butyl 9-(pyrrolidin-1-ylcarbonyl)-2,3-dihydro-1,4-benzoxazepine-4(5H)-carboxylate). Isolated yield 89.1%. Reaction SMILES: [C:1]([O:5][C:6]([N:8]1[CH2:14][C:13]2[CH:15]=[CH:16][CH:17]=[C:18]([C:19]([OH:21])=O)[C:12]=2[O:11][CH2:10][CH2:9]1)=[O:7])([CH3:4])([CH3:3])[CH3:2].ON1C2C=[CH:29][CH:30]=[CH:31][C:26]=2[N:25]=N1.N1CCCC1.Cl.CN(C)CCCN=C=NCC>CN(C=O)C.O>[N:25]1([C:19]([C:18]2[C:12]3[O:11][CH2:10][CH2:9][N:8]([C:6]([O:5][C:1]([CH3:3])([CH3:4])[CH3:2])=[O:7])[CH2:14][C:13]=3[CH:15]=[CH:16][CH:17]=2)=[O:21])[CH2:26][CH2:31][CH2:30][CH2:29]1 |f:3.4|. Procedure: To a solution of 4-(tert-butoxycarbonyl)-2,3,4,5-tetrahydro-1,4-benzoxazepine-9-carboxylic acid (40.0 mg, 0.136 mmol), 1-hydroxybenzotriazole (18.4 mg, 0.136 mmol) and pyrrolidine (0.017 ml, 0.204 mmol) in DMF (1 ml) was added 1-(3-dimethylaminopropyl)-3-ethylcarbodiimide hydrochloride (52.2 mg, 0.272 mmol), and the mixture was stirred at room temperature for 12 hr. The reaction mixture was poured into water, and the mixture was extracted with ethyl acetate. The extract was washed with water and...